Dataset: the Open Reaction Database (ORD), a public repository of structured organic reaction records. Task: describe an organic reaction: reactants, conditions, products, and yield Starting materials: Cl (hydrochloric acid), COC(C1=CN=C(C=C1OC1=C(C=C(C(=C1)Cl)Br)Cl)C)=O (4-(4-bromo-2,5-dichloro-phenoxy)-6-methyl-nicotinic acid methyl ester), O (water), O.[OH-].[Li+] (lithium hydroxide monohydrate). Solvent: ClCCl (dichloromethane), O1CCOCC1 (dioxane). Reaction conditions: time 4 hour. Yields the product BrC1=CC(=C(OC2=CC(=NC=C2C(=O)O)C)C=C1Cl)Cl (4-(4-Bromo-2,5-dichloro-phenoxy)-6-methyl-nicotinic acid). Isolated yield 99.8%. RXN SMILES: C[O:2][C:3](=[O:21])[C:4]1[C:9]([O:10][C:11]2[CH:16]=[C:15]([Cl:17])[C:14]([Br:18])=[CH:13][C:12]=2[Cl:19])=[CH:8][C:7]([CH3:20])=[N:6][CH:5]=1.O.O.[OH-].[Li+].Cl>O1CCOCC1.ClCCl>[Br:18][C:14]1[C:15]([Cl:17])=[CH:16][C:11]([O:10][C:9]2[C:4]([C:3]([OH:21])=[O:2])=[CH:5][N:6]=[C:7]([CH3:20])[CH:8]=2)=[C:12]([Cl:19])[CH:13]=1 |f:2.3.4|. Procedure: To a solution of 185 mg (0.473 mmol) 4-(4-bromo-2,5-dichloro-phenoxy)-6-methyl-nicotinic acid methyl ester in 3 mL dioxane was added 3 mL water and 30 mg (0.710 mmol) lithium hydroxide monohydrate. The reaction mixture was stirred for 4 hours at room temperature, poured on 30 mL 1M aqueous hydrochloric acid and 30 mL dichloromethane and the layers were separated. The aqueous layer was extracted with 30 mL dichloromethane and the combined organic layers were washed with 30 mL brine, dried over ma... The product is N#Cc1cc(C(=O)c2cccc(O)c2)n2c1ccc1ccccc12. Reaction SMILES: [B:28]([Br:29])([Br:30])[Br:31].[Br-:32].[C:1](#[N:2])[c:3]1[cH:4][c:5]([C:16]([c:17]2[cH:18][c:19]([O:23][CH3:24])[cH:20][cH:21][cH:22]2)=[O:25])[n:6]2[c:7]1[cH:8][cH:9][c:10]1[cH:11][cH:12][cH:13][cH:14][c:15]21.[CH3:33][CH2:34][CH2:35][CH2:36][N+:37]([CH2:38][CH2:39][CH2:40][CH3:41])([CH2:42][CH2:43][CH2:44][CH3:45])[CH2:46][CH2:47][CH2:48][CH3:49].[Cl:50][CH2:51][Cl:52].[I-:27].[K+:26]>>[C:1](#[N:2])[c:3]1[cH:4][c:5]([C:16]([c:17]2[cH:18][c:19]([OH:23])[cH:20][cH:21][cH:22]2)=[O:25])[n:6]2[c:7]1[cH:8][cH:9][c:10]1[cH:11][cH:12][cH:13][cH:14][c:15]21. Starting materials: BrB(Br)Br, [Br-], COc1cccc(C(=O)c2cc(C#N)c3ccc4ccccc4n23)c1, CCCC[N+](CCCC)(CCCC)CCCC, ClCCl, [I-], [K+].